Dataset: the Open Reaction Database (ORD), a public repository of structured organic reaction records. Task: describe an organic reaction: reactants, conditions, products, and yield The reactants are C1CCNCC1, CC12CC3OC3CC1CCC1C2CCC2(C)C(O)C(N3CCC4(CC3)OCCO4)CC12. Yields the product CC12CC(N3CCCCC3)C(O)CC1CCC1C2CCC2(C)C(O)C(N3CCC4(CC3)OCCO4)CC12. As a reaction SMILES: [CH2:32]1[CH2:33][CH2:34][NH:35][CH2:36][CH2:37]1.[O:1]1[CH2:2][CH2:3][O:4][C:5]12[CH2:6][CH2:7][N:8]([CH:11]1[CH:12]([OH:31])[C:13]3([CH3:14])[CH:15]([CH2:16]1)[CH:17]1[CH2:18][CH2:19][CH:20]4[CH2:21][CH:22]5[CH:23]([CH2:24][C:25]4([CH3:26])[CH:27]1[CH2:28][CH2:29]3)[O:30]5)[CH2:9][CH2:10]2>>[O:1]1[CH2:2][CH2:3][O:4][C:5]12[CH2:6][CH2:7][N:8]([CH:11]1[CH:12]([OH:31])[C:13]3([CH3:14])[CH:15]([CH2:16]1)[CH:17]1[CH2:18][CH2:19][CH:20]4[CH2:21][CH:22]([OH:30])[CH:23]([N:35]5[CH2:34][CH2:33][CH2:32][CH2:37][CH2:36]5)[CH2:24][C:25]4([CH3:26])[CH:27]1[CH2:28][CH2:29]3)[CH2:9][CH2:10]2. Procedure details: Prepared by Procedure T and Scheme AD using N-(3-{1-[(3S)-3-(3-acetylphenoxy)-3-phenylpropyl]-4-piperidinyl}phenyl)-2-methylpropanamide and methyl iodide: ESMS m/e: 513.2 (M+H)+. Yields the product C(C)(=O)C=1C=C(O[C@@H](CCN2CCC(CC2)C=2C=C(C=CC2)N(C(C(C)C)=O)C)C2=CC=CC=C2)C=CC1 (N-(3-{1-[(3S)-3-(3-ACETYLPHENOXY)-3-PHENYLPROPYL]-4-PIPERIDINYL}PHENYL)-N,2-DIMETHYLPROPANAMIDE). As a reaction SMILES: [C:1]([C:4]1[CH:5]=[C:6]([CH:35]=[CH:36][CH:37]=1)[O:7][C@H:8]([C:29]1[CH:34]=[CH:33][CH:32]=[CH:31][CH:30]=1)[CH2:9][CH2:10][N:11]1[CH2:16][CH2:15][CH:14]([C:17]2[CH:18]=[C:19]([NH:23][C:24](=[O:28])[CH:25]([CH3:27])[CH3:26])[CH:20]=[CH:21][CH:22]=2)[CH2:13][CH2:12]1)(=[O:3])[CH3:2].[CH3:38]I>>[C:1]([C:4]1[CH:5]=[C:6]([CH:35]=[CH:36][CH:37]=1)[O:7][C@H:8]([C:29]1[CH:34]=[CH:33][CH:32]=[CH:31][CH:30]=1)[CH2:9][CH2:10][N:11]1[CH2:16][CH2:15][CH:14]([C:17]2[CH:18]=[C:19]([N:23]([CH3:38])[C:24](=[O:28])[CH:25]([CH3:27])[CH3:26])[CH:20]=[CH:21][CH:22]=2)[CH2:13][CH2:12]1)(=[O:3])[CH3:2]. The reactants are C(C)(=O)C=1C=C(O[C@@H](CCN2CCC(CC2)C=2C=C(C=CC2)NC(C(C)C)=O)C2=CC=CC=C2)C=CC1 (N-(3-{1-[(3S)-3-(3-acetylphenoxy)-3-phenylpropyl]-4-piperidinyl}phenyl)-2-methylpropanamide), CI (methyl iodide).